From a dataset of the Open Reaction Database (ORD), a public repository of structured organic reaction records. describe an organic reaction: reactants, conditions, products, and yield The reactants are C1CCOC1, COc1ccc2cc(C(C)C(=O)O)ccc2c1, O=C(Cl)C(=O)Cl, CN(C)C=O. The product is COc1ccc2cc(C(C)C(=O)Cl)ccc2c1. RXN SMILES: [CH2:18]1[O:19][CH2:20][CH2:21][CH2:22]1.[CH3:1][O:2][c:3]1[cH:4][c:5]2[cH:6][cH:7][c:8]([CH:13]([C:14](=[O:15])[OH:16])[CH3:17])[cH:9][c:10]2[cH:11][cH:12]1.[Cl:23][C:24]([C:25]([Cl:26])=[O:27])=[O:28].[O:29]=[CH:30][N:31]([CH3:32])[CH3:33]>>[CH3:1][O:2][c:3]1[cH:4][c:5]2[cH:6][cH:7][c:8]([CH:13]([C:14](=[O:15])[Cl:23])[CH3:17])[cH:9][c:10]2[cH:11][cH:12]1. Reactants: ClC1=C(C=CC(=C1)Cl)C1=C(C=C(C(=N1)N(C(COC)=O)CC(C)C)C#N)C1=CC=C(C=C1)Cl (N-(6-(2,4-dichlorophenyl)-5-(4-chlorophenyl)-3-cyanopyridin-2-yl)-N-isobutyl-2-methoxyacetamide), ClC1=C(C=CC(=C1)Cl)C1=C(C=C(C(=N1)NCC(C)C)C#N)C1=CC=C(C=C1)Cl (6-(2,4-dichlorophenyl)-5-(4-chlorophenyl)-2-(isobutylamino)pyridine-3-carbonitrile), COCC(=O)Cl (2-methoxyacetyl chloride), [H-].[Na+] (NaH), NC1=C(C(N(C2=NC(=C(C=C12)C1=CC=C(C=C1)Cl)C1=C(C=C(C=C1)Cl)Cl)CC(C)C)=O)OC (4-amino-7-(2,4-dichlorophenyl)-6-(4-chlorophenyl)-1-isobutyl-3-methoxy-1,8-naphthyridin-2(1H)-one). Yields the product C(C)(=O)N(C(C)=O)C1=C(C(N(C2=NC(=C(C=C12)C1=CC=C(C=C1)Cl)C1=C(C=C(C=C1)Cl)Cl)CC(C)C)=O)OC (N-acetyl-N-(7-(2,4-dichlorophenyl)-6-(4-chlorophenyl)-1,2-dihydro-1-isobutyl-3-methoxy-2-oxo-1,8-naphthyridin-4-yl)acetamide). RXN SMILES: [Cl:1][C:2]1[CH:7]=[C:6]([Cl:8])[CH:5]=[CH:4][C:3]=1[C:9]1[N:14]=[C:13]([N:15]([CH2:21][CH:22]([CH3:24])[CH3:23])[C:16](=[O:20])[CH2:17][O:18][CH3:19])[C:12]([C:25]#[N:26])=[CH:11][C:10]=1[C:27]1[CH:32]=[CH:31][C:30]([Cl:33])=[CH:29][CH:28]=1.ClC1C=C(Cl)C=CC=1C1N=C(NCC(C)C)C(C#N)=CC=1C1C=CC(Cl)=CC=1.CO[CH2:64][C:65](Cl)=[O:66].[H-].[Na+].NC1C2C(=NC(C3C=CC(Cl)=CC=3Cl)=C(C3C=CC(Cl)=CC=3)C=2)N(CC(C)C)[C:73](=[O:100])[C:72]=1OC>>[C:73]([N:26]([C:25]1[C:12]2[C:13](=[N:14][C:9]([C:3]3[CH:4]=[CH:5][C:6]([Cl:8])=[CH:7][C:2]=3[Cl:1])=[C:10]([C:27]3[CH:28]=[CH:29][C:30]([Cl:33])=[CH:31][CH:32]=3)[CH:11]=2)[N:15]([CH2:21][CH:22]([CH3:24])[CH3:23])[C:16](=[O:20])[C:17]=1[O:18][CH3:19])[C:65](=[O:66])[CH3:64])(=[O:100])[CH3:72] |f:3.4|. Reported procedure: N-(6-(2,4-dichlorophenyl)-5-(4-chlorophenyl)-3-cyanopyridin-2-yl)-N-isobutyl-2-methoxyacetamide (prepared by the reaction of 6-(2,4-dichlorophenyl)-5-(4-chlorophenyl)-2-(isobutylamino)pyridine-3-carbonitrile with 2-methoxyacetyl chloride using the conditions of EXAMPLE 62 Step A) was reacted with NaH using the conditions of EXAMPLE 80 affording 4-amino-7-(2,4-dichlorophenyl)-6-(4-chlorophenyl)-1-isobutyl-3-methoxy-1,8-naphthyridin-2(1H)-one which was acylated according to the procedure of EXAMPL... Starting materials: CC#N, CCN(C(C)C)C(C)C, COCCCCC(O)(c1cccc(Cl)c1)C1CCCNC1, ClCCl, CC(C)(C)OC(=O)NC(CNC(=O)Oc1ccc([N+](=O)[O-])cc1)CC1CCCCC1. The product is COCCCCC(O)(c1cccc(Cl)c1)C1CCCN(C(=O)NCC(CC2CCCCC2)NC(=O)OC(C)(C)C)C1. As a reaction SMILES: [CH3:61][C:62]#[N:63].[CH:52]([N:53]([CH2:54][CH3:55])[CH:56]([CH3:57])[CH3:58])([CH3:59])[CH3:60].[Cl:1][c:2]1[cH:3][c:4]([C:8]([CH2:9][CH2:10][CH2:11][CH2:12][O:13][CH3:14])([OH:15])[CH:16]2[CH2:17][NH:18][CH2:19][CH2:20][CH2:21]2)[cH:5][cH:6][cH:7]1.[Cl:64][CH2:65][Cl:66].[N+:22]([c:23]1[cH:24][cH:25][c:26]([O:29][C:30](=[O:27])[NH:32][CH2:33][CH:34]([CH2:35][CH:36]2[CH2:37][CH2:38][CH2:39][CH2:40][CH2:41]2)[NH:42][C:43]([O:44][C:45]([CH3:46])([CH3:47])[CH3:48])=[O:49])[cH:28][cH:31]1)([O-:50])=[O:51]>>[Cl:1][c:2]1[cH:3][c:4]([C:8]([CH2:9][CH2:10][CH2:11][CH2:12][O:13][CH3:14])([OH:15])[CH:16]2[CH2:17][N:18]([C:30](=[O:29])[NH:32][CH2:33][CH:34]([CH2:35][CH:36]3[CH2:37][CH2:38][CH2:39][CH2:40][CH2:41]3)[NH:42][C:43]([O:44][C:45]([CH3:46])([CH3:47])[CH3:48])=[O:49])[CH2:19][CH2:20][CH2:21]2)[cH:5][cH:6][cH:7]1.